Task: describe an organic reaction: reactants, conditions, products, and yield. Dataset: the Open Reaction Database (ORD), a public repository of structured organic reaction records Reactants: CC(C)CC(NC(=O)C(Cc1c[nH]c2ccccc12)NC(=O)OC(C)(C)C)C(=O)NCCC(=O)C=[N+]=[N-], CO, CCOC(C)=O, ClC(Cl)Cl, [Na+], O=C([O-])O. Product: CC(C)CC(NC(=O)C(Cc1c[nH]c2ccccc12)NC(=O)OC(C)(C)C)C(=O)NCCC(=O)CCl. As a reaction SMILES: [C:1](=[O:2])([O:3][C:4]([CH3:5])([CH3:6])[CH3:7])[NH:8][CH:9]([CH2:10][c:11]1[cH:12][nH:13][c:14]2[cH:15][cH:16][cH:17][cH:18][c:19]12)[C:20](=[O:21])[NH:22][CH:23]([CH2:24][CH:25]([CH3:26])[CH3:27])[C:28](=[O:29])[NH:30][CH2:31][CH2:32][C:33](=[O:34])[CH:35]=[N+:36]=[N-:37].[CH3:43][OH:44].[CH3:49][CH2:50][O:51][C:52](=[O:53])[CH3:54].[CH:45]([Cl:46])([Cl:47])[Cl:48].[Na+:42].[O-:38][C:39]([OH:40])=[O:41]>>[C:1](=[O:2])([O:3][C:4]([CH3:5])([CH3:6])[CH3:7])[NH:8][CH:9]([CH2:10][c:11]1[cH:12][nH:13][c:14]2[cH:15][cH:16][cH:17][cH:18][c:19]12)[C:20](=[O:21])[NH:22][CH:23]([CH2:24][CH:25]([CH3:26])[CH3:27])[C:28](=[O:29])[NH:30][CH2:31][CH2:32][C:33](=[O:34])[CH2:35][Cl:46]. Starting materials: FC1(C(NC2=C(O1)C=C(C=C2)F)=O)F (2,2,7-trifluoro-2H-benzo[b][1,4]oxazin-3(4H)-one), S(O)(O)(=O)=O (sulfuric acid), [N+](=O)(O)[O-] (nitric acid). Solvent: O (water). Run at temperature 2.5 celsius, time 30 minute. Yields the product FC1(C(NC2=C(O1)C=C(C(=C2)[N+](=O)[O-])F)=O)F (2,2,7-trifluoro-6-nitro-2H-benzo[b][1,4]oxazin-3(4H)-one). The yield is 83.8%. As a reaction SMILES: [F:1][C:2]1([F:14])[O:7][C:6]2[CH:8]=[C:9]([F:12])[CH:10]=[CH:11][C:5]=2[NH:4][C:3]1=[O:13].S(=O)(=O)(O)O.[N+:20]([O-])([OH:22])=[O:21]>O>[F:14][C:2]1([F:1])[O:7][C:6]2[CH:8]=[C:9]([F:12])[C:10]([N+:20]([O-:22])=[O:21])=[CH:11][C:5]=2[NH:4][C:3]1=[O:13]. Procedure details: 2,2,7-trifluoro-2H-benzo[b][1,4]oxazin-3(4H)-one (2.5 g, 12.31 mmol) was dissolved in sulfuric acid (40 ml, 750 mmol). The reaction mixture was cooled to 0-5° C. Slowly nitric acid (1.761 ml, 39.7 mmol) was added dropwise and the temperature was maintained between 0-5° C. The reaction mixture was stirred for 30 min at this temperature. Then the reaction mixture was added dropwise to vigorously stirred cold water. A solid was formed, which was extracted with dichloromethane. The combined extracts...